The task is: describe an organic reaction: reactants, conditions, products, and yield. This data is from the Open Reaction Database (ORD), a public repository of structured organic reaction records. Starting materials: C1(=CC=CC=C1)S(=O)(=O)N1C=C(C=C1)C(=O)C=1C=CC(=C(C1)S(=O)(=O)N)Cl (5-(1-Benzenesulfonyl-1H-pyrrole-3-carbonyl)-2-chloro-benzenesulfonamide). The solvent is CO (methanol), [OH-].[Na+] (sodium hydroxide). The product is ClC1=C(C=C(C=C1)C(=O)C1=CNC=C1)S(=O)(=O)N (2-Chloro-5-(1H-pyrrole-3-carbonyl)-benzenesulfonamide). Yield: 65.7%. RXN SMILES: C1(S([N:10]2[CH:14]=[CH:13][C:12]([C:15]([C:17]3[CH:18]=[CH:19][C:20]([Cl:27])=[C:21]([S:23]([NH2:26])(=[O:25])=[O:24])[CH:22]=3)=[O:16])=[CH:11]2)(=O)=O)C=CC=CC=1>CO.[OH-].[Na+]>[Cl:27][C:20]1[CH:19]=[CH:18][C:17]([C:15]([C:12]2[CH:13]=[CH:14][NH:10][CH:11]=2)=[O:16])=[CH:22][C:21]=1[S:23]([NH2:26])(=[O:24])=[O:25] |f:2.3|. Procedure: 5-(1-Benzenesulfonyl-1H-pyrrole-3-carbonyl)-2-chloro-benzenesulfonamide (0.1 g, 0.23 mmol) is dissolved in 3 mL of 2:1 (v:v) mixture of methanol and 5 N aqueous sodium hydroxide and heated at reflux for 20 minutes then the reaction mixture is allowed to cool down and the organic solvent is removed in vacuo. The aqueous solution is acidified with 5 N HCl to pH 3, thoroughly extracted with ethyl acetate, then the combined organic extracts are washed with water, a saturated sodium chloride solution... Reaction conditions: time 15 hour. Reaction SMILES: C([O:8][C:9]1[C:14]([C:15]([O:17]CC2C=CC=CC=2)=[O:16])=[C:13]([O:25]CC2C=CC=CC=2)[N:12]=[C:11]([C:33]2[CH:41]=[C:40]3[C:36]([C:37]4[CH2:45][CH2:44][N:43](C(OC(C)(C)C)=O)[CH2:42][C:38]=4[NH:39]3)=[CH:35][CH:34]=2)[C:10]=1[CH2:53][CH3:54])C1C=CC=CC=1>C(O)(C(F)(F)F)=O.[SiH](C(C)C)(C(C)C)C(C)C>[CH2:53]([C:10]1[C:9]([OH:8])=[C:14]([C:15]([OH:17])=[O:16])[C:13](=[O:25])[NH:12][C:11]=1[C:33]1[CH:41]=[C:40]2[C:36]([C:37]3[CH2:45][CH2:44][NH:43][CH2:42][C:38]=3[NH:39]2)=[CH:35][CH:34]=1)[CH3:54]. Yields the product C(C)C=1C(=C(C(NC1C1=CC=C2C3=C(NC2=C1)CNCC3)=O)C(=O)O)O (5-ethyl-4-hydroxy-2-oxo-6-(2,3,4,9-tetrahydro-1H-pyrido[3,4-b]indol-7-yl)-1,2-dihydropyridine-3-carboxylic acid). The solvent is C(=O)(C(F)(F)F)O (TFA), [SiH](C(C)C)(C(C)C)C(C)C (TIPSH). Reported procedure: A mixture of tert-butyl 7-(4,6-bis(benzyloxy)-5-(benzyloxycarbonyl)-3-ethylpyridin-2-yl)-3,4-dihydro-1H-pyrido[3,4-b]indole-2(9H)-carboxylate (20 mg, 0.027 mmol) in TFA (0.2 mL) and TIPSH (0.2 mL) was stirred at room temperature for 15 h. The solvents were removed and the residue was stirred in 10% MeOH in CH2Cl2 (0.5 mL). The resulting solid was collected by filtration and washed with CH2Cl2 to give the title compound as an off-white solid (10 mg, TFA salt, 78%). Reactants: C(C1=CC=CC=C1)OC1=C(C(=NC(=C1C(=O)OCC1=CC=CC=C1)OCC1=CC=CC=C1)C1=CC=C2C3=C(NC2=C1)CN(CC3)C(=O)OC(C)(C)C)CC (tert-butyl 7-(4,6-bis(benzyloxy)-5-(benzyloxycarbonyl)-3-ethylpyridin-2-yl)-3,4-dihydro-1H-pyrido[3,4-b]indole-2(9H)-carboxylate). Yield: 104.8%. Reactants: O (water), FC(C=1C=C(C(=O)N2[C@@H](CNCC2)CC2=CNC3=CC=CC=C23)C=C(C1)C(F)(F)F)(F)F ((2R)-1-[3,5-bis(trifluoromethyl)benzoyl]-2-(1H-indol-3-ylmethyl)piperazine), BrCCCO (3-bromopropanol), C([O-])([O-])=O.[K+].[K+] (potassium carbonate). Run in CN(C=O)C (N,N-dimethylformamide). Conditions: time 9 hour. Yields the product FC(C=1C=C(C(=O)N2[C@@H](CN(CC2)CCCO)CC2=CNC3=CC=CC=C23)C=C(C1)C(F)(F)F)(F)F ((2R)-1-[3,5-bis(trifluoromethyl)benzoyl]-4-(3-hydroxypropyl)-2-(1H-indol-3-ylmethyl)piperazine). Isolated yield 77.3%. Reaction SMILES: [F:1][C:2]([F:32])([F:31])[C:3]1[CH:4]=[C:5]([CH:24]=[C:25]([C:27]([F:30])([F:29])[F:28])[CH:26]=1)[C:6]([N:8]1[CH2:13][CH2:12][NH:11][CH2:10][C@H:9]1[CH2:14][C:15]1[C:23]2[C:18](=[CH:19][CH:20]=[CH:21][CH:22]=2)[NH:17][CH:16]=1)=[O:7].Br[CH2:34][CH2:35][CH2:36][OH:37].C(=O)([O-])[O-].[K+].[K+].O>CN(C)C=O>[F:30][C:27]([F:28])([F:29])[C:25]1[CH:24]=[C:5]([CH:4]=[C:3]([C:2]([F:1])([F:31])[F:32])[CH:26]=1)[C:6]([N:8]1[CH2:13][CH2:12][N:11]([CH2:34][CH2:35][CH2:36][OH:37])[CH2:10][C@H:9]1[CH2:14][C:15]1[C:23]2[C:18](=[CH:19][CH:20]=[CH:21][CH:22]=2)[NH:17][CH:16]=1)=[O:7] |f:2.3.4|. Procedure details: A mixture of (2R)-1-[3,5-bis(trifluoromethyl)benzoyl]-2-(1H-indol-3-ylmethyl)piperazine (5 g) and 3-bromopropanol (1.68 g) in N,N-dimethylformamide (40 ml) was heated at 60° C. in the presence of potassium carbonate (4.55 g). After 9 hours, the reaction mixture was poured into water (400 ml) and extracted with ethyl acetate. The extract was washed with brine and dried over magnesium sulfate. After evaporation of the solvent, the obtained residue was purified by column chromatography on silica ge... Starting materials: C[C@@H](CO)CSC1=C(C=CC=C1)OC (2-(S)-methyl-3-(2-methoxyphenylthio)propan-1-ol), C(C)[C@@H](CO)CSC1=C(C=CC=C1)OC (2-(S)-ethyl-3-(2-methoxy-phenylthio)propan-1-ol). The product is C(C)[C@@H](C=O)CSC1=C(C=CC=C1)OC (2-(S)-Ethyl-3-(2-methoxyphenylthio)-propionaldehyde). Reaction SMILES: C[C@H](CSC1C=CC=CC=1OC)CO.[CH2:15]([C@H:17]([CH2:20][S:21][C:22]1[CH:27]=[CH:26][CH:25]=[CH:24][C:23]=1[O:28][CH3:29])[CH2:18][OH:19])[CH3:16]>>[CH2:15]([C@H:17]([CH2:20][S:21][C:22]1[CH:27]=[CH:26][CH:25]=[CH:24][C:23]=1[O:28][CH3:29])[CH:18]=[O:19])[CH3:16]. Procedure: The title compound (IId-1) is obtained by carrying out the preparation as in example 7 but by replacing, in stage 2, 2-(S)-methyl-3-(2-methoxyphenylthio)propan-1-ol (XXb-1) with 2-(S)-ethyl-3-(2-methoxy-phenylthio)propan-1-ol (XXd-1). This title compound, like the aldehyde (IIb-1), is not isolated but is used in situ in the following reductive amination reaction. The reactants are CC1(OC2=C(C(=CC=C2CC1)O)CCC)C(=O)OC (Methyl 2-methyl-7-hydroxy-8-n-propylchroman-2-carboxylate), BrCCCBr (1,3-dibromopropane), C([O-])([O-])=O.[K+].[K+] (potassium carbonate), C(C)C(=O)C (methyl ethyl ketone). The solvent is C(Cl)Cl (Methylene chloride). Reaction conditions: time 48 hour. The product is CC1(OC2=C(C(=CC=C2CC1)OCCCBr)CCC)C(=O)OC (Methyl 2-methyl-7-(3-bromopropoxy)-8-n-propylchroman-2-carboxylate). The yield is 79.5%. Reaction SMILES: [CH3:1][C:2]1([C:16]([O:18][CH3:19])=[O:17])[CH2:11][CH2:10][C:9]2[C:4](=[C:5]([CH2:13][CH2:14][CH3:15])[C:6]([OH:12])=[CH:7][CH:8]=2)[O:3]1.[Br:20][CH2:21][CH2:22][CH2:23]Br.C(=O)([O-])[O-].[K+].[K+].C(C(C)=O)C>C(Cl)Cl>[CH3:1][C:2]1([C:16]([O:18][CH3:19])=[O:17])[CH2:11][CH2:10][C:9]2[C:4](=[C:5]([CH2:13][CH2:14][CH3:15])[C:6]([O:12][CH2:23][CH2:22][CH2:21][Br:20])=[CH:7][CH:8]=2)[O:3]1 |f:2.3.4|. Reported procedure: A 100 ml single neck round bottom flask was charged with 1.30 g (4.9 mmole) of the compound of Example 24, 11.51 g (57 mmole) of 1,3-dibromopropane, 1.05 g (7.6 mmole) of anhydrous potassium carbonate, and 15 ml of methyl ethyl ketone. The flask was fitted with a magnetic stirring bar and condenser topped with a calcium chloride drying tube and the solution refluxed with stirring for 48 hours. Methylene chloride, 50 ml was added to the flask and insoluble solids were removed by filtration. The v...